The task is: describe an organic reaction: reactants, conditions, products, and yield. This data is from the Open Reaction Database (ORD), a public repository of structured organic reaction records. The reactants are ClC1=NC2=CC=CC=C2C(=N1)OCC (2-chloro-4-ethoxy-quinazoline), C(C=1C(N)=CC=CC1)(=O)OC (methyl anthranilate), crude product. The solvent is C(C)(=O)OCC (ethyl acetate). Yields the product OC1=NC=2N(C=3C=CC=CC13)C(C=1C=CC=CC1N2)=O (5-Hydroxy-quinazolino[3,2-a]quinazolin-12-one). RXN SMILES: Cl[C:2]1[N:11]=[C:10]([O:12]CC)[C:9]2[C:4](=[CH:5][CH:6]=[CH:7][CH:8]=2)[N:3]=1.[C:15](OC)(=[O:23])[C:16]1[C:17](=[CH:19][CH:20]=[CH:21][CH:22]=1)[NH2:18]>C(OCC)(=O)C>[OH:12][C:10]1[C:9]2[CH:8]=[CH:7][CH:6]=[CH:5][C:4]=2[N:3]2[C:15](=[O:23])[C:16]3[CH:22]=[CH:21][CH:20]=[CH:19][C:17]=3[N:18]=[C:2]2[N:11]=1. Reported procedure: To the 2-chloro-4-ethoxy-quinazoline (500 mg, 2.40 mmol) in a boiling tube was added methyl anthranilate (372 μL, 2.88 mmol). The mixture was heated with a hot air gun (approx. 400 deg C.) for 15 minutes before cooling to room temperature. The resulting crude product was suspended in ethyl acetate (10 mL) and heated to boiling. The mixture was then cooled and the pure off-white product isolated by filtration (257 mg). Reactants: O=C1CCC(=O)N1Br, ClCCl, COC(=O)C(CC1CCC1)c1ccc(N)c(OCC(F)(F)F)c1, ClC(Cl)Cl, O. Product: COC(=O)C(CC1CCC1)c1cc(Br)c(N)c(OCC(F)(F)F)c1. As a reaction SMILES: [Br:24][N:25]1[C:26](=[O:27])[CH2:28][CH2:29][C:30]1=[O:31].[CH2:33]([Cl:34])[Cl:35].[CH3:1][O:2][C:3]([CH:4]([CH2:5][CH:6]1[CH2:7][CH2:8][CH2:9]1)[c:10]1[cH:11][c:12]([O:17][CH2:18][C:19]([F:20])([F:21])[F:22])[c:13]([NH2:16])[cH:14][cH:15]1)=[O:23].[CH:36]([Cl:37])([Cl:38])[Cl:39].[OH2:32]>>[CH3:1][O:2][C:3]([CH:4]([CH2:5][CH:6]1[CH2:7][CH2:8][CH2:9]1)[c:10]1[cH:11][c:12]([O:17][CH2:18][C:19]([F:20])([F:21])[F:22])[c:13]([NH2:16])[c:14]([Br:24])[cH:15]1)=[O:23]. Reactants: BrC1=C(C=C(C=C1)C(=O)N1CCC2(CC1)OC=1C=CC=CC1C=1N(N=CC12)C)OC ((4-Bromo-3-methoxyphenyl)(1-methyl-1H-spiro[chromeno[4,3-c]pyrazole-4,4′-piperidine]-1′-yl)methanone), [BH4-].[Na+] (NaBH4), Pd(tBu3P)2, C[Si](OC=C(C)C)(C)C (trimethyl(2-methylprop-1-enoxy)silane). Reagents/catalysts: F[Zn]F (difluorozinc). The solvent is CN(C)C=O (DMF). Reaction conditions: time 10 minute. Product: OCC(C)(C)C1=C(C=C(C=C1)C(=O)N1CCC2(CC1)OC=1C=CC=CC1C=1N(N=CC12)C)OC ([4-(2-hydroxy-1,1-dimethyl-ethyl)-3-methoxy-phenyl]-(1-methyl-1H-spiro[chromeno[4,3-c]pyrazole-4,4′-piperidine]-1′-yl)methanone). As a reaction SMILES: Br[C:2]1[CH:7]=[CH:6][C:5]([C:8]([N:10]2[CH2:15][CH2:14][C:13]3([C:27]4[CH:26]=[N:25][N:24]([CH3:28])[C:23]=4[C:22]4[CH:21]=[CH:20][CH:19]=[CH:18][C:17]=4[O:16]3)[CH2:12][CH2:11]2)=[O:9])=[CH:4][C:3]=1[O:29][CH3:30].C[Si](C)(C)[O:33][CH:34]=[C:35]([CH3:37])[CH3:36].[BH4-].[Na+]>CN(C=O)C.F[Zn]F>[OH:33][CH2:34][C:35]([C:2]1[CH:7]=[CH:6][C:5]([C:8]([N:10]2[CH2:15][CH2:14][C:13]3([C:27]4[CH:26]=[N:25][N:24]([CH3:28])[C:23]=4[C:22]4[CH:21]=[CH:20][CH:19]=[CH:18][C:17]=4[O:16]3)[CH2:12][CH2:11]2)=[O:9])=[CH:4][C:3]=1[O:29][CH3:30])([CH3:37])[CH3:36] |f:2.3|. Reported procedure: To a microwave vial was added difluorozinc (16 mg, 0.15 mmol) and Pd(tBu3P)2 (7.6 mg, 0.015 mmol). The vial was capped and purged with nitrogen for 10 minutes. DMF (1 mL) was added and the reaction mixture was allowed to stir for 10 minutes. (4-Bromo-3-methoxyphenyl)(1-methyl-1H-spiro[chromeno[4,3-c]pyrazole-4,4′-piperidine]-1′-yl)methanone (140 mg, 0.30 mmol) dissolved in DMF (0.5 mL) was added followed by trimethyl(2-methylprop-1-enoxy)silane (83 μL, 0.45 mmol). The reaction vessel was placed ... Starting materials: BrC=1C=C2C=3C=CC=C(C3N(C2=CC1)C1=C(C=CC=C1)[N+](=O)[O-])F (6-bromo-1-fluoro-9-(2-nitrophenyl)-9H-carbazole), [OH-].[Na+] (NaOH). The reagents and catalysts are [Cl-].[Cl-].[Zn+2] (ZnCl2). Solvent: CCO (EtOH). Yields the product BrC=1C=C2C=3C=CC=C(C3N(C2=CC1)C1=C(C=CC=C1)N)F (2-(6-Bromo-1-fluorocarbazol-9-yl)phenylamine). As a reaction SMILES: [Br:1][C:2]1[CH:3]=[C:4]2[C:12](=[CH:13][CH:14]=1)[N:11]([C:15]1[CH:20]=[CH:19][CH:18]=[CH:17][C:16]=1[N+:21]([O-])=O)[C:10]1[C:9]([F:24])=[CH:8][CH:7]=[CH:6][C:5]2=1.[OH-].[Na+]>CCO.[Cl-].[Cl-].[Zn+2]>[Br:1][C:2]1[CH:3]=[C:4]2[C:12](=[CH:13][CH:14]=1)[N:11]([C:15]1[CH:20]=[CH:19][CH:18]=[CH:17][C:16]=1[NH2:21])[C:10]1[C:9]([F:24])=[CH:8][CH:7]=[CH:6][C:5]2=1 |f:1.2,4.5.6|. Procedure details: 67 g (219 mmol) of 6-bromo-1-fluoro-9-(2-nitrophenyl)-9H-carbazole are dissolved in 820 ml of EtOH, 143 g (755 mmol) of ZnCl2 are added at room temperature, and the mixture is heated under reflux for 6 h. The mixture is allowed to come to room temperature over the course of 1 h, 20% NaOH is added, and the phases are separated. The solvent is then removed, and the residue is purified by chromatography. The yield is 44 g (125 mmol), corresponding to 72% of theory. Reactants: COC(=O)C(CCCBr)c1ccc(B2OC(C)(C)C(C)(C)O2)c(Cl)c1, C1CCOC1, C[Si](C)(C)[N-][Si](C)(C)C, [Li+]. The product is COC(=O)C1(c2ccc(B3OC(C)(C)C(C)(C)O3)c(Cl)c2)CCC1. As a reaction SMILES: [Br:11][CH2:12][CH2:13][CH2:14][CH:15]([C:16](=[O:17])[O:18][CH3:19])[c:20]1[cH:21][c:22]([Cl:35])[c:23]([B:26]2[O:27][C:28]([CH3:33])([CH3:34])[C:29]([CH3:31])([CH3:32])[O:30]2)[cH:24][cH:25]1.[CH2:36]1[O:37][CH2:38][CH2:39][CH2:40]1.[CH3:1][Si:2]([N-:3][Si:4]([CH3:5])([CH3:6])[CH3:7])([CH3:8])[CH3:9].[Li+:10]>>[CH2:12]1[CH2:13][CH2:14][C:15]1([C:16](=[O:17])[O:18][CH3:19])[c:20]1[cH:21][c:22]([Cl:35])[c:23]([B:26]2[O:27][C:28]([CH3:33])([CH3:34])[C:29]([CH3:31])([CH3:32])[O:30]2)[cH:24][cH:25]1. Starting materials: C1(CC1)COC1=C(C=C(C=C1)S(=O)(=O)C)C=1C=C(C(NC1)=O)C (5-[2-(cyclopropylmethoxy)-5-methylsulfonylphenyl]-3-methyl-1H-pyridin-2-one), BrCCOC (1-bromo-2-methoxyethane), BrCC1CC1 (bromomethylcyclopropane). The product is C1(CC1)COC1=C(C=C(C=C1)S(=O)(=O)C)C=1C=C(C(N(C1)CCOC)=O)C (5-[2-(cyclopropylmethoxy)-5-methylsulfonylphenyl]-1-(2-methoxyethyl)-3-methylpyridin-2-one). RXN SMILES: [CH:1]1([CH2:4][O:5][C:6]2[CH:11]=[CH:10][C:9]([S:12]([CH3:15])(=[O:14])=[O:13])=[CH:8][C:7]=2[C:16]2[CH:17]=[C:18]([CH3:23])[C:19](=[O:22])[NH:20][CH:21]=2)[CH2:3][CH2:2]1.Br[CH2:25][CH2:26][O:27][CH3:28].BrCC1CC1>>[CH:1]1([CH2:4][O:5][C:6]2[CH:11]=[CH:10][C:9]([S:12]([CH3:15])(=[O:14])=[O:13])=[CH:8][C:7]=2[C:16]2[CH:17]=[C:18]([CH3:23])[C:19](=[O:22])[N:20]([CH2:25][CH2:26][O:27][CH3:28])[CH:21]=2)[CH2:3][CH2:2]1. Procedure: The title compound from Example 242, step 1 was reacted in a manner similar to Example 242, step 2 except that 1-bromo-2-methoxyethane was substituted for bromomethylcyclopropane to give the title compound. 1H NMR (CDCl3, 400 MHz) δ 7.86-7.83 (m, 2H), 7.65 (d, J=1.6 Hz, 1H), 7.59 (s, 1H), 7.03 (d, J=8.4 Hz, 1H), 4.22 (t, J=4.8 Hz, 1H), 3.96 (d, J=6.8 Hz, 1H), 3.74 (t, J=4.8 Hz, 1H), 3.34 (s, 3H), 3.07 (s, 3H), 2.23 (s, 3H), 1.30-1.27 (m, 1H), 0.70-0.66 (m, 2H), 0.40-0.36 (m, 2H). LCMS: 392.2 (M+... The reactants are CS(=O)C (DMSO), S(=O)(=O)=O.N1=CC=CC=C1 (pyridine sulfur trioxide), solution A, FC1=CC=C(C=C1)S(=O)(=O)N([C@@H](CN1C=C(C=2C1=NC=CC2)CC(=O)OC)CCO)C (methyl {1-[(2R)-2-{[(4-fluorophenyl)sulfonyl](methyl)amino}-4-hydroxybutyl]-1H-pyrrolo[2,3-b]pyridin-3-yl}acetate), CCN(C(C)C)C(C)C (Hunig's base), solution A. The solvent is ClCCl (dichloromethane). Run at temperature -10 celsius, time 1 hour. The product is FC1=CC=C(C=C1)S(=O)(=O)N([C@@H](CN1C=C(C=2C1=NC=CC2)CC(=O)OC)CC=O)C (Methyl {1-[(2R)-2-{[(4-fluorophenyl)sulfonyl](methyl)amino}-4-oxobutyl]-1H-pyrrolo[2,3-b]pyridin-3-yl}acetate). Reaction SMILES: CS(C)=O.S(=O)(=O)=O.N1C=CC=CC=1.[F:15][C:16]1[CH:21]=[CH:20][C:19]([S:22]([N:25]([CH3:45])[C@H:26]([CH2:42][CH2:43][OH:44])[CH2:27][N:28]2[C:32]3=[N:33][CH:34]=[CH:35][CH:36]=[C:31]3[C:30]([CH2:37][C:38]([O:40][CH3:41])=[O:39])=[CH:29]2)(=[O:24])=[O:23])=[CH:18][CH:17]=1.CCN(C(C)C)C(C)C>ClCCl>[F:15][C:16]1[CH:21]=[CH:20][C:19]([S:22]([N:25]([CH3:45])[C@H:26]([CH2:42][CH:43]=[O:44])[CH2:27][N:28]2[C:32]3=[N:33][CH:34]=[CH:35][CH:36]=[C:31]3[C:30]([CH2:37][C:38]([O:40][CH3:41])=[O:39])=[CH:29]2)(=[O:24])=[O:23])=[CH:18][CH:17]=1 |f:1.2|. Reported procedure: To DMSO (1 L, 1.41E+04 mmol) at room temperature was added pyridine sulfur trioxide (202.08 g, 1270 mmol) and the reaction mixture was stirred for 30 min at room temperature (solution A). In another flask, to a stirred solution of methyl {1-[(2R)-2-{[(4-fluorophenyl)sulfonyl](methyl)amino}-4-hydroxybutyl]-1H-pyrrolo[2,3-b]pyridin-3-yl}acetate (273 g, 589 mmol) and Hunig's base (0.425 L, 2433 mmol) in dichloromethane (4 L) at −10° C. was added solution A dropwise over 30 min. The reaction was sti... Reactants: BrC1=CC2=C(NC(O2)=O)C=C1 (6-Bromo-3H-benzooxazol-2-one), C1(=CC=CC=C1)C(C1=CC=CC=C1)(C1=CC=CC=C1)Cl (triphenylmethylchloride), [H-].[Na+] (NaH). Solvent: CN(C)C=O (DMF), CN(C)C=O (DMF). Reaction conditions: time 1 hour. Product: BrC1=CC2=C(N(C(O2)=O)C(C2=CC=CC=C2)(C2=CC=CC=C2)C2=CC=CC=C2)C=C1 (6-bromo -3-trityl-3H-benzooxazol-2-one). Yield: 76.8%. As a reaction SMILES: [Br:1][C:2]1[CH:11]=[CH:10][C:5]2[NH:6][C:7](=[O:9])[O:8][C:4]=2[CH:3]=1.[H-].[Na+].[C:14]1([C:20](Cl)([C:27]2[CH:32]=[CH:31][CH:30]=[CH:29][CH:28]=2)[C:21]2[CH:26]=[CH:25][CH:24]=[CH:23][CH:22]=2)[CH:19]=[CH:18][CH:17]=[CH:16][CH:15]=1>CN(C=O)C>[Br:1][C:2]1[CH:11]=[CH:10][C:5]2[N:6]([C:20]([C:14]3[CH:19]=[CH:18][CH:17]=[CH:16][CH:15]=3)([C:27]3[CH:28]=[CH:29][CH:30]=[CH:31][CH:32]=3)[C:21]3[CH:22]=[CH:23][CH:24]=[CH:25][CH:26]=3)[C:7](=[O:9])[O:8][C:4]=2[CH:3]=1 |f:1.2|. Procedure: 6-Bromo-3H-benzooxazol-2-one (0.165 g, 0.77 mmol) was added portionwise into a 0° C. suspension of NaH (44.8 mg, 1mmol, 55%) in dry DMF (4 ml). After 1 hour stirring at room temperature, a solution of triphenylmethylchloride (0.24 g, 0.85 mmol) in DMF (0.5 ml) was added. The reaction mixture was stirred 1 hour at room temperature then quenched with H2O (15 ml). The aqueous phase was extracted with ethyl acetate, the combined organic phases were washed with H2O and brine, dried over Na2SO4 and co... Starting materials: O=C1NC(c2ccccc2)CCCC1Br, [H-], CC(C)(C)OC(=O)CI, [Na+], C1CCOC1. The product is CC(C)(C)OC(=O)CN1C(=O)C(Br)CCCC1c1ccccc1. RXN SMILES: [Br:1][CH:2]1[C:3](=[O:15])[NH:4][CH:5]([c:9]2[cH:10][cH:11][cH:12][cH:13][cH:14]2)[CH2:6][CH2:7][CH2:8]1.[H-:25].[I:16][CH2:17][C:18](=[O:19])[O:20][C:21]([CH3:22])([CH3:23])[CH3:24].[Na+:26].[O:27]1[CH2:28][CH2:29][CH2:30][CH2:31]1>>[Br:1][CH:2]1[C:3](=[O:15])[N:4]([CH2:17][C:18](=[O:19])[O:20][C:21]([CH3:22])([CH3:23])[CH3:24])[CH:5]([c:9]2[cH:10][cH:11][cH:12][cH:13][cH:14]2)[CH2:6][CH2:7][CH2:8]1. Reactants: CS(C)=O, Cl, Cn1ncc(NC(=O)c2nc(-c3c(F)cccc3F)sc2NC(=O)OC(C)(C)C)c1C1CCC(N)CC1, C1COCCO1. Product: Cn1ncc(NC(=O)c2nc(-c3c(F)cccc3F)sc2N)c1C1CCC(N)CC1. RXN SMILES: [CH3:39][S:40]([CH3:41])=[O:42].[ClH:38].[NH2:1][CH:2]1[CH2:3][CH2:4][CH:5]([c:8]2[c:9]([NH:14][C:15](=[O:16])[c:17]3[n:18][c:19](-[c:30]4[c:31]([F:37])[cH:32][cH:33][cH:34][c:35]4[F:36])[s:20][c:21]3[NH:22][C:23](=[O:24])[O:25][C:26]([CH3:27])([CH3:28])[CH3:29])[cH:10][n:11][n:12]2[CH3:13])[CH2:6][CH2:7]1.[O:43]1[CH2:44][CH2:45][O:46][CH2:47][CH2:48]1>>[NH2:1][CH:2]1[CH2:3][CH2:4][CH:5]([c:8]2[c:9]([NH:14][C:15](=[O:16])[c:17]3[n:18][c:19](-[c:30]4[c:31]([F:37])[cH:32][cH:33][cH:34][c:35]4[F:36])[s:20][c:21]3[NH2:22])[cH:10][n:11][n:12]2[CH3:13])[CH2:6][CH2:7]1.